This data is from the Open Reaction Database (ORD), a public repository of structured organic reaction records. The task is: describe an organic reaction: reactants, conditions, products, and yield The reactants are C(C)(=O)OCC (ethyl acetate), ClC1=CC(=C(C2=C1CCCO2)N=C=O)F (5-chloro-3,4-dihydro-7-fluoro-2H-1-benzopyran-8-yl isocyanate), N\C(=C/C(=O)OCC)\C(F)(F)F (ethyl 3-amino-4,4,4-trifluorocrotonate), [H-].[Na+] (sodium hydride). Run in O1CCCC1 (tetrahydrofuran), CCCCCC (hexane). The product is ClC1=CC(=C(C2=C1CCCO2)N2C(NC(=CC2=O)C(F)(F)F)=O)F (3-(5-chloro-3,4-dihydro-7-fluoro-2H-1-benzopyran-8-yl)-6-trifluoromethyluracil). Reaction SMILES: [Cl:1][C:2]1[C:7]2[CH2:8][CH2:9][CH2:10][O:11][C:6]=2[C:5]([N:12]=[C:13]=[O:14])=[C:4]([F:15])[CH:3]=1.[NH2:16]/[C:17](/[C:24]([F:27])([F:26])[F:25])=[CH:18]\[C:19](OCC)=[O:20].[H-].[Na+].C(OCC)(=O)C>O1CCCC1.CCCCCC>[Cl:1][C:2]1[C:7]2[CH2:8][CH2:9][CH2:10][O:11][C:6]=2[C:5]([N:12]2[C:19](=[O:20])[CH:18]=[C:17]([C:24]([F:27])([F:26])[F:25])[NH:16][C:13]2=[O:14])=[C:4]([F:15])[CH:3]=1 |f:2.3|. Procedure: By a method analogous to that of Example 1, Step G, 2.5 grams (0.011 mole) of 5-chloro-3,4-dihydro-7-fluoro-2H-1-benzopyran-8-yl isocyanate was reacted with ethyl 3-amino-4,4,4-trifluorocrotonate and 0.66 gram (0.012 mole) of sodium hydride (60% in mineral oil) in 150 mL of tetrahydrofuran. The crude reaction product was subjected to column chromatography on silica gel, with 1:2 ethyl acetate:hexane as the eluant. The product-containing fractions were combined and concentrated under reduced pres... Reactants: C(CC)(OCC)(OCC)OCC (triethyl orthopropionate), S(O)(O)(=O)=O (sulfuric acid), NC(C(=O)N)C(=O)N (aminomalonamide). Run in C(C)O (ethanol). Product: C(C)C=1NC(=C(N1)C(=O)N)O (2-ethyl-5-hydroxy-1H-imidazole-4-carboxamide). Yield: 63.7%. Reaction SMILES: [NH2:1][CH:2]([C:6]([NH2:8])=[O:7])[C:3]([NH2:5])=[O:4].[C:9](OCC)(OCC)(OCC)[CH2:10][CH3:11].S(=O)(=O)(O)O>C(O)C>[CH2:10]([C:11]1[NH:8][C:6]([OH:7])=[C:2]([C:3]([NH2:5])=[O:4])[N:1]=1)[CH3:9]. Procedure details: To a suspension of aminomalonamide (7.13 g) in anhydrous ethanol (240 ml) were added triethyl orthopropionate (42.93 g) and concentrated sulfuric acid (1.6 g). The reaction mixture was refluxed for 2 hours and then ice-cooled. The precipitate product was filtered and washed with ethanol, isopropylether to give 2-ethyl-5-hydroxy-1H-imidazole-4-carboxamide (6.02 g). Starting materials: CN=C=O (methyl isocyanate), glass, OC1=C(C=CC=C1)C(C)=NC1=C(C=C(C=C1)O)C (4-[1-(2-hydroxyphenyl)ethylideneamino]-3-methylphenol). Reagents/catalysts: C(C)(=O)[O-].C(C)(=O)[O-].C(CCC)[Sn+2]CCCC (dibutyl tin diacetate). Run in C(C)(=O)OCC (ethyl acetate). Conditions: time 96 hour. The product is CNC(OC1=CC(=C(C=C1)N=C(C)C1=C(C=CC=C1)O)C)=O (4-[1-(2-hydroxyphenyl)ethylideneamino]-3-methylphenyl methylcarbamate). Isolated yield 90.0%. As a reaction SMILES: [OH:1][C:2]1[CH:7]=[CH:6][CH:5]=[CH:4][C:3]=1[C:8](=[N:10][C:11]1[CH:16]=[CH:15][C:14]([OH:17])=[CH:13][C:12]=1[CH3:18])[CH3:9].[CH3:19][N:20]=[C:21]=[O:22]>C([O-])(=O)C.C([O-])(=O)C.C([Sn+2]CCCC)CCC.C(OCC)(=O)C>[CH3:19][NH:20][C:21](=[O:22])[O:17][C:14]1[CH:15]=[CH:16][C:11]([N:10]=[C:8]([C:3]2[CH:4]=[CH:5][CH:6]=[CH:7][C:2]=2[OH:1])[CH3:9])=[C:12]([CH3:18])[CH:13]=1 |f:2.3.4|. Procedure details: To a 350 milliliter glass pressure bottle equipped with a magnetic stirrer was added 4.83 grams (0.020 moles) of 4-[1-(2-hydroxyphenyl)ethylideneamino]-3-methylphenol prepared in Part A, 1.42 grams (0.025 moles) of methyl isocyanate, 100 milliliters of ethyl acetate and 5 drops of dibutyl tin diacetate. The resulting reaction mixture was stirred for 96 hours at room temperature, filtered and then washed twice with a 1% aqueous sodium bicarbonate solution followed by a single wash with saturated ... Reactants: COC1=C(C=CC=C1)C=1OCC(N1)(C)C (2-(2-methoxyphenyl)-4,4-dimethyl-2-oxazoline), C1CCOC1 (THF), COC1=C(C=CC=C1)[Mg]Br (2-Methoxyphenylmagnesium bromide), BrC1=C(C=CC=C1)OC (2-bromoanisole), [Mg] (magnesium), C1CCOC1 (THF). Conditions: time 20 hour. Yields the product COC1=C(C=CC=C1)C1=C(C=CC=C1)/C=C/C1CC(CC(O1)=O)O ((E)-6-[2-(2'-methoxy-[1,1'-biphenyl]-2-yl)ethenyl]-3,4,5,6-tetrahydro-4-hydroxy-2H-pyran-2-one). Yield: 90.0%. Reaction SMILES: [CH3:1][O:2][C:3]1[CH:8]=[CH:7][CH:6]=[CH:5][C:4]=1[Mg]Br.Br[C:12]1[CH:17]=[CH:16][CH:15]=[CH:14][C:13]=1OC.[Mg].C[O:22][C:23]1[CH:28]=CC=C[C:24]=1[C:29]1[O:30][CH2:31][C:32]([CH3:35])(C)N=1.C1C[O:39]CC1>>[CH3:1][O:2][C:3]1[CH:8]=[CH:7][CH:6]=[CH:5][C:4]=1[C:12]1[CH:17]=[CH:16][CH:15]=[CH:14][C:13]=1/[CH:35]=[CH:32]/[CH:31]1[O:30][C:29](=[O:39])[CH2:24][CH:23]([OH:22])[CH2:28]1. Procedure: 2-Methoxyphenylmagnesium bromide, prepared from 2-bromoanisole (22.4 g, 120 mmol) and magnesium (2.9 g, 120 mmol), in dry THF (75 ml) was added dropwise to a stirred solution of 2-(2-methoxyphenyl)-4,4-dimethyl-2-oxazoline (20.4 g, 100 mmol) in dry THF (150 ml) under N2 at 20° C. Stirring of the solution was continued for 20 hours and then the reaction mixture was quenched by the addition of saturated ammonium chloride solution. The resulting mixture was extracted with ether (2×500 ml), dried ov... Starting materials: C=CC(C)=C (isoprene), C1=CC=CC=2SC3=CC=CC=C3NC12 (phenothiazine), C1(=CC=CC=C1O)C (o-cresol), P(O)(O)(O)=O (phosphoric acid). The solvent is C=1(C(=CC=CC1)C)C (xylene), O (water). Reaction conditions: time 8 hour. Yields the product CC1(CCC2=CC(=C(C=C12)O)C)C (3,3,6-trimethyl-5-hydroxy-indane), CC1(CCC2=CC=C(C(=C12)C)O)C (3,3,4-trimethyl-5-hydroxy-indane). As a reaction SMILES: [CH2:1]=[CH:2][C:3](=[CH2:5])[CH3:4].C1C2NC3C(=CC=CC=3)SC=2C=CC=1.[C:20]1([CH3:27])[C:25]([OH:26])=[CH:24][CH:23]=[CH:22][CH:21]=1.P(=O)(O)(O)O>C1(C)C(C)=CC=CC=1.O>[CH3:4][C:3]1([CH3:5])[C:23]2[C:22](=[CH:21][C:20]([CH3:27])=[C:25]([OH:26])[CH:24]=2)[CH2:1][CH2:2]1.[CH3:4][C:3]1([CH3:5])[C:21]2[C:22](=[CH:23][CH:24]=[C:25]([OH:26])[C:20]=2[CH3:27])[CH2:1][CH2:2]1. Reported procedure: 370 g of isoprene, stabilized with 1 g of phenothiazine, were added dropwise over the course of 6 hours to a solution of 535 g of o-cresol, 63 g of 85% strength phosphoric acid and 5 ml of water in 1.2 liters of xylene at 110° C. To complete the reaction, stirring was continued overnight at 110° C. The acid phase was separated off and extracted with toluene. The combined organic phases were washed until neutral. Fractional distillation gave 270 g of 3,3,6-trimethyl-5-hydroxy-indane (boiling poin... Starting materials: C(=O)[O-].[NH4+] (Ammonium formate), CC=1N(C2=CC=C(C=C2C1C1=CC=C(C=C1)F)C)C=1CCN(CC1)CCN1C(NCC1)=O (2,5-Dimethyl-3-(4-fluorophenyl)-1-[1-[2-(imidazolidin-2-on-1-yl)ethyl]-1, 2,3,6-tetrahydropyridin-4-yl]-1H-indole). Reagents/catalysts: [Pd] (palladium on activated carbon). Solvent: C(C)O (ethanol). Yields the product CC=1N(C2=CC=C(C=C2C1C1=CC=C(C=C1)F)C)C1CCN(CC1)CCN1C(NCC1)=O (2,5-Dimethyl-3-(4-fluorophenyl)-1-[1-[2-(imidazolidin-2-on-1-yl)ethyl]-4-piperidyl]-1H-indole). Reaction SMILES: C([O-])=O.[NH4+].[CH3:5][C:6]1[N:7]([C:23]2[CH2:24][CH2:25][N:26]([CH2:29][CH2:30][N:31]3[CH2:35][CH2:34][NH:33][C:32]3=[O:36])[CH2:27][CH:28]=2)[C:8]2[C:13]([C:14]=1[C:15]1[CH:20]=[CH:19][C:18]([F:21])=[CH:17][CH:16]=1)=[CH:12][C:11]([CH3:22])=[CH:10][CH:9]=2>[Pd].C(O)C>[CH3:5][C:6]1[N:7]([CH:23]2[CH2:24][CH2:25][N:26]([CH2:29][CH2:30][N:31]3[CH2:35][CH2:34][NH:33][C:32]3=[O:36])[CH2:27][CH2:28]2)[C:8]2[C:13]([C:14]=1[C:15]1[CH:16]=[CH:17][C:18]([F:21])=[CH:19][CH:20]=1)=[CH:12][C:11]([CH3:22])=[CH:10][CH:9]=2 |f:0.1|. Reported procedure: Ammonium formate (12 g) was added in small portions during 18 h to a refluxing mixture of 2,5-dimethyl-3-(4-fluorophenyl)-1-[1-[2-(imidazolidin-2-on-1-yl)ethyl]1,2,3,6-tetrahydropyridin-4-yl]-1H-indole 6a (1.9 g), 5% palladium on activated carbon (1 g) and ethanol (50 ml). The reaction mixture was cooled to room temperature and the solvents were evaporated in vacuo. After addition of water the mixture was made alkaline with concentrated NaOH and extracted with ethyl acetate (2×50 ml).The combine... The reactants are C(C)OC(=O)N1[C@H](C[C@H](C2=CC(=C(C=C12)OC)OC(=O)OC)N(C(=O)OC)CC1=CC(=CC(=C1)C(F)(F)F)C(F)(F)F)C (cis-4-[(3,5-bis-trifluoromethyl-benzyl)-methoxycarbonyl-amino]-7-methoxy-6-methoxycarbonyloxy-2-methyl-3,4-dihydro-2H-quinoline-1-carboxylic acid ethyl ester), C([O-])([O-])=O.[K+].[K+] (potassium carbonate), O (water). The solvent is CO (methanol). Yields the product C(C)OC(=O)N1[C@H](C[C@H](C2=CC(=C(C=C12)OC)O)N(C(=O)OC)CC1=CC(=CC(=C1)C(F)(F)F)C(F)(F)F)C (cis-4-[(3,5-Bis-trifluoromethyl-benzyl)-methoxycarbonyl-amino]-6-hydroxy-7-methoxy-2-methyl-3,4-dihydro-2H-quinoline-1-carboxylic Acid Ethyl Ester). The yield is 83.7%. As a reaction SMILES: [CH2:1]([O:3][C:4]([N:6]1[C:15]2[C:10](=[CH:11][C:12]([O:18]C(OC)=O)=[C:13]([O:16][CH3:17])[CH:14]=2)[C@H:9]([N:23]([CH2:28][C:29]2[CH:34]=[C:33]([C:35]([F:38])([F:37])[F:36])[CH:32]=[C:31]([C:39]([F:42])([F:41])[F:40])[CH:30]=2)[C:24]([O:26][CH3:27])=[O:25])[CH2:8][C@@H:7]1[CH3:43])=[O:5])[CH3:2].C(=O)([O-])[O-].[K+].[K+].O>CO>[CH2:1]([O:3][C:4]([N:6]1[C:15]2[C:10](=[CH:11][C:12]([OH:18])=[C:13]([O:16][CH3:17])[CH:14]=2)[C@H:9]([N:23]([CH2:28][C:29]2[CH:30]=[C:31]([C:39]([F:40])([F:41])[F:42])[CH:32]=[C:33]([C:35]([F:37])([F:36])[F:38])[CH:34]=2)[C:24]([O:26][CH3:27])=[O:25])[CH2:8][C@@H:7]1[CH3:43])=[O:5])[CH3:2] |f:1.2.3|. Reported procedure: A solution of cis-4-[(3,5-bis-trifluoromethyl-benzyl)-methoxycarbonyl-amino]-7-methoxy-6-methoxycarbonyloxy-2-methyl-3,4-dihydro-2H-quinoline-1-carboxylic acid ethyl ester (500 mg, 0.80 mmol) and potassium carbonate (222 mg, 1.6 mmol) in methanol (5 mL) was stirred at room temperature overnight. A small amount of water was added, and the methanol was removed in vacuo. Additional water (20 mL) was added and the aqueous mixture was extracted with ethyl acetate (3×15 mL). The combined organic extra... Starting materials: NCCO, COC(=O)CCCCCCCCCCCCCCCOC1CCCCO1, OCCNCCO. Yields the product OCCNCCCCCCCCCCCCCCCCOC1CCCCO1. Reaction SMILES: [NH2:1][CH2:2][CH2:3][OH:4].[O:5]1[CH:6]([O:11][CH2:12][CH2:13][CH2:14][CH2:15][CH2:16][CH2:17][CH2:18][CH2:19][CH2:20][CH2:21][CH2:22][CH2:23][CH2:24][CH2:25][CH2:26][C:27]([O:28][CH3:29])=[O:30])[CH2:7][CH2:8][CH2:9][CH2:10]1.[OH:31][CH2:32][CH2:33][NH:34][CH2:35][CH2:36][OH:37]>>[NH:1]([CH2:2][CH2:3][OH:4])[CH2:27][CH2:26][CH2:25][CH2:24][CH2:23][CH2:22][CH2:21][CH2:20][CH2:19][CH2:18][CH2:17][CH2:16][CH2:15][CH2:14][CH2:13][CH2:12][O:11][CH:6]1[O:5][CH2:10][CH2:9][CH2:8][CH2:7]1. The reactants are CO, [K+], [OH-], O, COc1ccc2ncc(Cl)c(CCN3CCC(CN(Cc4ccccc4)C(=O)[O-])C3)c2n1. Yields the product COc1ccc2ncc(Cl)c(CCN3CCC(CN)C3)c2n1. As a reaction SMILES: [CH3:36][OH:37].[K+:34].[OH-:33].[OH2:35].[c:1]1([CH2:2][N:8]([C:3](=[O:4])[O-:5])[CH2:12][CH:13]2[CH2:14][N:15]([CH2:18][CH2:19][c:20]3[c:21]([Cl:32])[cH:22][n:23][c:24]4[cH:25][cH:26][c:27]([O:30][CH3:31])[n:28][c:29]34)[CH2:16][CH2:17]2)[cH:6][cH:7][cH:9][cH:10][cH:11]1>>[NH2:8][CH2:12][CH:13]1[CH2:14][N:15]([CH2:18][CH2:19][c:20]2[c:21]([Cl:32])[cH:22][n:23][c:24]3[cH:25][cH:26][c:27]([O:30][CH3:31])[n:28][c:29]23)[CH2:16][CH2:17]1.